Dataset: the Open Reaction Database (ORD), a public repository of structured organic reaction records. Task: describe an organic reaction: reactants, conditions, products, and yield The reactants are CO[C@]1(O[C@@H](C[C@H](C1)NC(\C=C(/CCC=C)\C)=O)CCCC=C)[C@H]1N(C(SC1)=O)CC1=CC=C(C=C1)OC ((Z)-N-((2R,4R,6R)-2-methoxy-2-((R)-3-(4-methoxybenzyl)-2-oxothiazolidin4-yl)-6-(pent-4-enyl)-tetrahydro-2H-pyran-4-yl)-3-methylhepta-2,6-dienamide), COC1=CC=C(CN2C(SCC2)=O)C=C1 (3-(4-methoxybenzyl)thiazolidin-2-one). Product: O[C@]1(O[C@@H](C[C@H](C1)NC(\C=C(/CCC=C)\C)=O)CCCC=C)[C@H]1NC(SC1)=O ((Z)-N-((2R,4R,6R)-2-Hydroxy-2-((R)-2-oxothiazolidin-4-yl)-6-(pent-4-enyl)-tetrahydro-2H-pyran-4-yl)-3-methylhepta-2,6-dienamide). Reaction SMILES: C[O:2][C@:3]1([C@@H:24]2[CH2:28][S:27][C:26](=[O:29])[N:25]2CC2C=CC(OC)=CC=2)[CH2:8][C@H:7]([NH:9][C:10](=[O:18])/[CH:11]=[C:12](/[CH3:17])\[CH2:13][CH2:14][CH:15]=[CH2:16])[CH2:6][C@@H:5]([CH2:19][CH2:20][CH2:21][CH:22]=[CH2:23])[O:4]1.COC1C=CC(CN2CCSC2=O)=CC=1>>[OH:2][C@:3]1([C@@H:24]2[CH2:28][S:27][C:26](=[O:29])[NH:25]2)[CH2:8][C@H:7]([NH:9][C:10](=[O:18])/[CH:11]=[C:12](/[CH3:17])\[CH2:13][CH2:14][CH:15]=[CH2:16])[CH2:6][C@@H:5]([CH2:19][CH2:20][CH2:21][CH:22]=[CH2:23])[O:4]1. Reported procedure: Application of the method shown in Example 46, with the modification that (Z)-N-((2R,4R,6R)-2-methoxy-2-((R)-3-(4-methoxybenzyl)-2-oxothiazolidin4-yl)-6-(pent-4-enyl)-tetrahydro-2H-pyran-4-yl)-3-methylhepta-2,6-dienamide was substituted for (R)-4-((1R,4Z,8Z,13R,15R)-15-methoxy-5-methyl-3-oxo-2,14-dioxa-bicyclo[11.3.1]heptadexa-4,8-dien-15-yl)-3-(4-methoxybenzyl)thiazolidin-2-one, afforded the title compound.